This data is from the Open Reaction Database (ORD), a public repository of structured organic reaction records. The task is: describe an organic reaction: reactants, conditions, products, and yield The reactants are CI, CCN(C(C)C)C(C)C, ClCCl, Cc1ccc(-c2ccc3c(c2)C=C(C(=O)Nc2ccc(C(=O)C4CCCCN4)cc2)CCO3)cc1. Product: Cc1ccc(-c2ccc3c(c2)C=C(C(=O)Nc2ccc(C(=O)C4CCCCN4C)cc2)CCO3)cc1. As a reaction SMILES: [CH3:36][I:37].[CH:38]([N:39]([CH:40]([CH3:41])[CH3:42])[CH2:43][CH3:44])([CH3:45])[CH3:46].[Cl:47][CH2:48][Cl:49].[NH:1]1[CH:2]([C:7](=[O:8])[c:9]2[cH:10][cH:11][c:12]([NH:15][C:16](=[O:17])[C:18]3=[CH:24][c:23]4[c:22]([cH:28][cH:27][c:26](-[c:29]5[cH:30][cH:31][c:32]([CH3:35])[cH:33][cH:34]5)[cH:25]4)[O:21][CH2:20][CH2:19]3)[cH:13][cH:14]2)[CH2:3][CH2:4][CH2:5][CH2:6]1>>[N:1]1([CH3:38])[CH:2]([C:7](=[O:8])[c:9]2[cH:10][cH:11][c:12]([NH:15][C:16](=[O:17])[C:18]3=[CH:24][c:23]4[c:22]([cH:28][cH:27][c:26](-[c:29]5[cH:30][cH:31][c:32]([CH3:35])[cH:33][cH:34]5)[cH:25]4)[O:21][CH2:20][CH2:19]3)[cH:13][cH:14]2)[CH2:3][CH2:4][CH2:5][CH2:6]1. Starting materials: NC1=NC(=C(C(=N1)N)C1=C(C=C(C=C1)Cl)Cl)CBr (2,4-diamino-5-(2,4-dichlorophenyl)-6-bromomethyl-pyrimidine), CNC (dimethylamine). Run in C(C)O (ethanol). Product: NC1=NC(=C(C(=N1)N)C1=C(C=C(C=C1)Cl)Cl)CN(C)C (2,4-Diamino-5-(2,4-dichloropheny1)-6-dimethylaminomethyl Pyrimidine). Reaction SMILES: [NH2:1][C:2]1[N:7]=[C:6]([NH2:8])[C:5]([C:9]2[CH:14]=[CH:13][C:12]([Cl:15])=[CH:11][C:10]=2[Cl:16])=[C:4]([CH2:17]Br)[N:3]=1.[CH3:19][NH:20][CH3:21]>C(O)C>[NH2:1][C:2]1[N:7]=[C:6]([NH2:8])[C:5]([C:9]2[CH:14]=[CH:13][C:12]([Cl:15])=[CH:11][C:10]=2[Cl:16])=[C:4]([CH2:17][N:20]([CH3:21])[CH3:19])[N:3]=1. Procedure: This compound was prepared from 2,4-diamino-5-(2,4-dichlorophenyl)-6-bromomethyl-pyrimidine (Example 53) by reaction with dimethylamine in ethanol at room temperature, mp. 170°-172° C. Product: COC(=O)c1cc(Cn2cnnn2)ccc1OC. Starting materials: CN(C)C=O, COC(=O)c1cc(CCl)ccc1OC, [H-], [Na+], c1nnn[nH]1. Reaction SMILES: [CH3:22][N:23]([CH3:24])[CH:25]=[O:26].[CH3:8][O:9][c:10]1[c:11]([C:12](=[O:13])[O:14][CH3:15])[cH:16][c:17]([CH2:20][Cl:21])[cH:18][cH:19]1.[H-:6].[Na+:7].[nH:1]1[n:2][n:3][n:4][cH:5]1>>[n:1]1([CH2:20][c:17]2[cH:16][c:11]([C:12](=[O:13])[O:14][CH3:15])[c:10]([O:9][CH3:8])[cH:19][cH:18]2)[n:2][n:3][n:4][cH:5]1. Reactants: C1CCOC1, [Li]CCCC, CCCCCC, CC(C)NC(C)C, O=Cc1ccc(F)cc1, CC(C)(C)OC(=O)N1CCNC(=O)C1, O. Product: CC(C)(C)OC(=O)N1CCNC(=O)C1C(O)c1ccc(F)cc1. RXN SMILES: [CH2:36]1[O:37][CH2:38][CH2:39][CH2:40]1.[CH2:8]([Li:9])[CH2:10][CH2:11][CH3:12].[CH3:42][CH2:43][CH2:44][CH2:45][CH2:46][CH3:47].[CH:1]([NH:2][CH:3]([CH3:4])[CH3:5])([CH3:6])[CH3:7].[F:27][c:28]1[cH:29][cH:30][c:31]([CH:32]=[O:33])[cH:34][cH:35]1.[O:13]=[C:14]1[CH2:15][N:16]([C:20](=[O:21])[O:22][C:23]([CH3:24])([CH3:25])[CH3:26])[CH2:17][CH2:18][NH:19]1.[OH2:41]>>[O:13]=[C:14]1[CH:15]([CH:32]([c:31]2[cH:30][cH:29][c:28]([F:27])[cH:35][cH:34]2)[OH:33])[N:16]([C:20](=[O:21])[O:22][C:23]([CH3:24])([CH3:25])[CH3:26])[CH2:17][CH2:18][NH:19]1.